From a dataset of the Open Reaction Database (ORD), a public repository of structured organic reaction records. describe an organic reaction: reactants, conditions, products, and yield Reactants: N=1N=CN(C1)CCO (2-(1,2,4-triazol-4-yl)ethanol), C1(=CC=CC=C1)P(C1=CC=CC=C1)C1=CC=CC=C1 (triphenylphosphine), N(=NC(=O)OCC)C(=O)OCC (diethyl azodicarboxylate), C1(=CC=CC=C1)P(C1=CC=CC=C1)C1=CC=CC=C1 (triphenylphosphine), N(=NC(=O)OCC)C(=O)OCC (Diethyl azodicarboxylate), ClC1=CC(=C(NC2=NC=NC3=CC(=C(C=C23)OC)O)C=C1)F (4-(4-chloro-2-fluoroanilino)-7-hydroxy-6-methoxyquinazoline), N=1N=CN(C1)CCO (2-(1,2,4-triazol-4-yl)ethanol). The solvent is C(Cl)Cl (methylene chloride). Conditions: time 30 minute. Yields the product Cl.ClC1=CC(=C(NC2=NC=NC3=CC(=C(C=C23)OC)OCCN2C=NN=C2)C=C1)F (4-(4-chloro-2-fluoroanilino)-6-methoxy-7-(2-(1,2,4-triazol-4-yl)ethoxy)quinazoline hydrochloride). Yield: 87.7%. Reaction SMILES: N(C(OCC)=O)=NC(OCC)=O.[Cl:13][C:14]1[CH:33]=[CH:32][C:17]([NH:18][C:19]2[C:28]3[C:23](=[CH:24][C:25]([OH:31])=[C:26]([O:29][CH3:30])[CH:27]=3)[N:22]=[CH:21][N:20]=2)=[C:16]([F:34])[CH:15]=1.[N:35]1[N:36]=[CH:37][N:38]([CH2:40][CH2:41]O)[CH:39]=1.C1(P(C2C=CC=CC=2)C2C=CC=CC=2)C=CC=CC=1>C(Cl)Cl>[ClH:13].[Cl:13][C:14]1[CH:33]=[CH:32][C:17]([NH:18][C:19]2[C:28]3[C:23](=[CH:24][C:25]([O:31][CH2:41][CH2:40][N:38]4[CH:37]=[N:36][N:35]=[CH:39]4)=[C:26]([O:29][CH3:30])[CH:27]=3)[N:22]=[CH:21][N:20]=2)=[C:16]([F:34])[CH:15]=1 |f:5.6|. Procedure details: Diethyl azodicarboxylate (220 μl, 1.4 mmol) was added dropwise to a solution of 4-(4-chloro-2-fluoroanilino)-7-hydroxy-6-methoxyquinazoline (150 mg, 0.47 mmol), (prepared as described for the starting material in Example 24), 2-(1,2,4-triazol-4-yl)ethanol (64 mg, 0.56 mmol) and triphenylphosphine (369 mg, 1.4 mmol) in methylene chloride (5 ml) and the mixture stirred for 30 minutes at ambient temperature. Further 2-(1,2,4-triazol-4-yl)ethanol (16 mg, 0.14 mmol), triphenylphosphine (37 mg, 0.14 m...